This data is from the Open Reaction Database (ORD), a public repository of structured organic reaction records. The task is: describe an organic reaction: reactants, conditions, products, and yield Reactants: CS(C)=O, C[S+](C)(C)=O, CC(=O)C=Cc1c(Cl)cc(Cl)cc1Cl, [I-], [Na+], [OH-], O. The product is CC(=O)C1CC1c1c(Cl)cc(Cl)cc1Cl. Reaction SMILES: [CH3:24][S:25]([CH3:26])=[O:27].[CH3:2][S+:3]([CH3:4])([CH3:5])=[O:6].[Cl:9][c:10]1[c:11]([CH:18]=[CH:19][C:20]([CH3:21])=[O:22])[c:12]([Cl:17])[cH:13][c:14]([Cl:16])[cH:15]1.[I-:1].[Na+:8].[OH-:7].[OH2:23]>>[CH2:2]1[CH:18]([c:11]2[c:10]([Cl:9])[cH:15][c:14]([Cl:16])[cH:13][c:12]2[Cl:17])[CH:19]1[C:20]([CH3:21])=[O:22].